From a dataset of the Open Reaction Database (ORD), a public repository of structured organic reaction records. describe an organic reaction: reactants, conditions, products, and yield Starting materials: C(C)OC(C1=CC=C(C=C1)N1CCC(CC1)O)=O (4-(4-hydroxypiperidin-1-yl)benzoic acid ethyl ester), BrC1C=CCCC1 (3-bromocyclohexene). The reagents and catalysts are [Ag]=O (silver oxide). The solvent is O1CCCC1 (tetrahydrofuran). Yields the product C(C)OC(C1=CC=C(C=C1)N1CCC(CC1)OC1C=CCCC1)=O (4-[4-(2-cyclohexenyloxy)piperidin-1-yl]benzoic acid ethyl ester). Reaction SMILES: [CH2:1]([O:3][C:4](=[O:18])[C:5]1[CH:10]=[CH:9][C:8]([N:11]2[CH2:16][CH2:15][CH:14]([OH:17])[CH2:13][CH2:12]2)=[CH:7][CH:6]=1)[CH3:2].Br[CH:20]1[CH2:25][CH2:24][CH2:23][CH:22]=[CH:21]1>O1CCCC1.[Ag]=O>[CH2:1]([O:3][C:4](=[O:18])[C:5]1[CH:6]=[CH:7][C:8]([N:11]2[CH2:12][CH2:13][CH:14]([O:17][CH:25]3[CH2:24][CH2:23][CH2:22][CH:21]=[CH:20]3)[CH2:15][CH2:16]2)=[CH:9][CH:10]=1)[CH3:2]. Reported procedure: A solution of 4-(4-hydroxypiperidin-1-yl)benzoic acid ethyl ester (5.4 g), silver oxide (5.31 g) and 3-bromocyclohexene (3.24 ml) in tetrahydrofuran (52 ml) was stirred for 1 day at room temperature. The reaction mixture was filtered off, and the filtrate was concentrated by evaporation under reduced pressure. To the residue was added ethyl acetate, and the resulting precipitate was collected by filtration and dried. The residue was purified by silica gel chromatography (3:2 hexane-ethyl acetate... Starting materials: ClC1=NC=C(C(=N1)Cl)[N+](=O)[O-] (2,4-dichloro-5-nitropyrimidine), CC(C)([O-])C.[Li+] (lithium t-butoxide), [NH4+].[Cl-] (NH4Cl), cuprous iodide, C(C)[Mg]Br (ethylmagnesium bromide), C(C)C=1NC=C(N1)C (2-ethyl-4-methyl imidazole). Solvent: C1CCOC1 (THF), C1CCOC1 (THF), CCOCC (ether), C(C)#N (acetonitrile), C(C)#N (acetonitrile). Run at temperature -78 celsius, time 1 hour. Product: C(C)C=1N(C=C(N1)C)C1=NC=C(C(=N1)CC)[N+](=O)[O-] (2-(2-Ethyl-4-methyl-1H-imidazol-1-yl)-4-ethyl-5-nitropyrimidine). As a reaction SMILES: C[C:2]([CH3:5])([O-])[CH3:3].[Li+].C([Mg]Br)C.Cl[C:12]1[N:17]=C(Cl)[C:15]([N+:19]([O-:21])=[O:20])=[CH:14][N:13]=1.[NH4+].[Cl-].[CH2:24]([C:26]1[NH:27][CH:28]=[C:29]([CH3:31])[N:30]=1)[CH3:25]>C1COCC1.C(#N)C.CCOCC>[CH2:24]([C:26]1[N:27]([C:12]2[N:17]=[C:3]([CH2:2][CH3:5])[C:15]([N+:19]([O-:21])=[O:20])=[CH:14][N:13]=2)[CH:28]=[C:29]([CH3:31])[N:30]=1)[CH3:25] |f:0.1,4.5|. Reported procedure: A suspension of lithium t-butoxide (5.2 g, 65 mmol) in anhydrous THF (150 mL) is treated with cuprous iodide (12.4 g, 65 mmol) at room temperature under a nitrogen atmosphere and stirred for 1 h. The mixture is cooled to -78° C., treated with 2M ethylmagnesium bromide (32.5 mL, 65 mmol) and stirred for 20 min. A pre-cooled solution (-78° C.) of 2,4-dichloro-5-nitropyrimidine (9.7 g, 50 mmol) in THF (30 mL) is added via canula. The mixture is stirred for 2 h at -78° C. then a 1:1 mixture of satur... Starting materials: COC1=CC=C(CN2N=C(C=3C2=NC=CC3OC3=C(C=C(C=C3)NC(=O)C=3C(N(N=CC3)C3=CC=C(C=C3)F)=O)F)N3CCN(CC3)C)C=C1 (N-(4-(1-(4-methoxybenzyl)-3-(4-methylpiperazin-1-yl)-1H-pyrazolo[3,4-b]pyridin-4-yloxy)-3-fluorophenyl)-2-(4-fluorophenyl)-3-oxo-2,3-dihydropyridazine-4-carboxamide), C(=O)(C(F)(F)F)O (CF3COOH). Run at temperature 60 celsius. Yields the product FC=1C=C(C=CC1OC1=C2C(=NC=C1)NN=C2N2CCN(CC2)C)NC(=O)C=2C(N(N=CC2)C2=CC=C(C=C2)F)=O (N-(3-fluoro-4-(3-(4-methylpiperazin-1-yl)-1H-pyrazolo[3,4-b]pyridin-4-yloxy)phenyl)-2-(4-fluorophenyl)-3-oxo-2,3-dihydropyridazine-4-carboxamide). Yield: 90.1%. Reaction SMILES: COC1C=CC(C[N:8]2[C:12]3=[N:13][CH:14]=[CH:15][C:16]([O:17][C:18]4[CH:23]=[CH:22][C:21]([NH:24][C:25]([C:27]5[C:28](=[O:40])[N:29]([C:33]6[CH:38]=[CH:37][C:36]([F:39])=[CH:35][CH:34]=6)[N:30]=[CH:31][CH:32]=5)=[O:26])=[CH:20][C:19]=4[F:41])=[C:11]3[C:10]([N:42]3[CH2:47][CH2:46][N:45]([CH3:48])[CH2:44][CH2:43]3)=[N:9]2)=CC=1.C(O)(C(F)(F)F)=O>>[F:41][C:19]1[CH:20]=[C:21]([NH:24][C:25]([C:27]2[C:28](=[O:40])[N:29]([C:33]3[CH:34]=[CH:35][C:36]([F:39])=[CH:37][CH:38]=3)[N:30]=[CH:31][CH:32]=2)=[O:26])[CH:22]=[CH:23][C:18]=1[O:17][C:16]1[CH:15]=[CH:14][N:13]=[C:12]2[NH:8][N:9]=[C:10]([N:42]3[CH2:43][CH2:44][N:45]([CH3:48])[CH2:46][CH2:47]3)[C:11]=12. Procedure: A 50 mL round-bottomed flask was charged with N-(4-(1-(4-methoxybenzyl)-3-(4-methylpiperazin-1-yl)-1H-pyrazolo[3,4-b]pyridin-4-yloxy)-3-fluorophenyl)-2-(4-fluorophenyl)-3-oxo-2,3-dihydropyridazine-4-carboxamide (33.2 mg, 0.0489 mmol) and CF3COOH (5 mL). The reaction mixture was stirred at 60° C. until LC-MS showed that the starting material had been consumed (overnight). Then the solvent was removed and the residue was purified by silica gel chromatography (DCM/7 M NH3 in MeOH from 50/1 to 10/1,... Reactants: CC(C)C[Al+]CC(C)C, COc1cccc(C(C)N)c1, CC(C)c1ccc(C=CC#N)cc1, [H-]. The product is COc1cccc(C(C)NCC=Cc2ccc(C(C)C)cc2)c1. As a reaction SMILES: [CH2:15]([Al+:16][CH2:17][CH:18]([CH3:19])[CH3:20])[CH:21]([CH3:22])[CH3:23].[CH3:24][O:25][c:26]1[cH:27][c:28]([CH:32]([CH3:33])[NH2:34])[cH:29][cH:30][cH:31]1.[CH:1]([CH3:2])([CH3:3])[c:4]1[cH:5][cH:6][c:7]([CH:8]=[CH:9][C:10]#[N:11])[cH:12][cH:13]1.[H-:14]>>[CH:1]([CH3:2])([CH3:3])[c:4]1[cH:5][cH:6][c:7]([CH:8]=[CH:9][CH2:10][NH:11][CH:32]([c:28]2[cH:27][c:26]([O:25][CH3:24])[cH:31][cH:30][cH:29]2)[CH3:33])[cH:12][cH:13]1. Reactants: CC1(CN(CCO1)C(=O)N1CC(CC(C1)C1=CC=C(C=C1)C(F)(F)F)C(=O)O)C (1-[(2,2-Dimethylmorpholin-4-yl)carbonyl]-5-[4-(trifluoromethyl)phenyl]piperidine-3-carboxylic acid), ON=C(C(C)C)N (N′-hydroxy-2-methylpropanimidamide). Product: CC1(CN(CCO1)C(=O)N1CC(CC(C1)C1=CC=C(C=C1)C(F)(F)F)C1=NC(=NO1)C(C)C)C ((2,2-Dimethylmorpholin-4-yl){3-[3-(propan-2-yl)-1,2,4-oxadiazol-5-yl]-5-[4-(trifluoromethyl)phenyl]piperidin-1-yl}methanone). RXN SMILES: [CH3:1][C:2]1([CH3:29])[O:7][CH2:6][CH2:5][N:4]([C:8]([N:10]2[CH2:15][CH:14]([C:16]3[CH:21]=[CH:20][C:19]([C:22]([F:25])([F:24])[F:23])=[CH:18][CH:17]=3)[CH2:13][CH:12]([C:26](O)=[O:27])[CH2:11]2)=[O:9])[CH2:3]1.O[N:31]=[C:32]([NH2:36])[CH:33]([CH3:35])[CH3:34]>>[CH3:29][C:2]1([CH3:1])[O:7][CH2:6][CH2:5][N:4]([C:8]([N:10]2[CH2:15][CH:14]([C:16]3[CH:17]=[CH:18][C:19]([C:22]([F:23])([F:24])[F:25])=[CH:20][CH:21]=3)[CH2:13][CH:12]([C:26]3[O:27][N:36]=[C:32]([CH:33]([CH3:35])[CH3:34])[N:31]=3)[CH2:11]2)=[O:9])[CH2:3]1. Procedure details: 250 mg (0.410 mmol, 68% pure) of 1-[(2,2-dimethylmorpholin-4-yl)carbonyl]-5-[4-(trifluoromethyl)phenyl]piperidine-3-carboxylic acid (Example 208A) and 46.1 mg (0.451 mmol) of N′-hydroxy-2-methylpropanimidamide were reacted according to the General Method 1. Yield: 118 mg (59% of theory). Reactants: OC(C[N+](C)(C)C)CC([O-])=O (carnitine), C(CCCCCCC)S(=O)(=O)O (octanesulphonic acid). The product is C(CCCCCCC)S(=O)(=O)O[C@@H](C[N+](C)(C)C)CC([O-])=O (L-carnitine octanesulphonate). Reaction SMILES: [OH:1][CH:2]([CH2:8][C:9](=[O:11])[O-:10])[CH2:3][N+:4]([CH3:7])([CH3:6])[CH3:5].[CH2:12]([S:20](O)(=[O:22])=[O:21])[CH2:13][CH2:14][CH2:15][CH2:16][CH2:17][CH2:18][CH3:19]>>[CH2:12]([S:20]([O:1][C@H:2]([CH2:8][C:9](=[O:10])[O-:11])[CH2:3][N+:4]([CH3:7])([CH3:5])[CH3:6])(=[O:22])=[O:21])[CH2:13][CH2:14][CH2:15][CH2:16][CH2:17][CH2:18][CH3:19]. Procedure: The carnitine inner salt solution is mixed with the octanesulphonic acid solution at ambient temperature under agitation for 20 minutes, and the homogeneous solution obtained is lyophilised. Reactants: BrC1=CC=C(C(CBr)=O)C=C1 (p-bromophenacylbromide), C(C)N1CNC(NC1)=S (5-ethyl 3,4,5,6-tetrahydro-s-triazin 2(1H) thione). The solvent is CC(=O)C (acetone), CC(=O)C (acetone). Product: BrC1=CC=C(C=C1)C1(CSC=2N1CN(CN2)CC)O (6-p-Bromophenyl-3-ethyl-6-hydroxy-3,4,6,7-tetrahydro-2H-thiazolo[3,2-a]-s-triazine). Reaction SMILES: [Br:1][C:2]1[CH:11]=[CH:10][C:5]([C:6](=[O:9])[CH2:7]Br)=[CH:4][CH:3]=1.[CH2:12]([N:14]1[CH2:19][NH:18][C:17](=[S:20])[NH:16][CH2:15]1)[CH3:13]>CC(C)=O>[Br:1][C:2]1[CH:11]=[CH:10][C:5]([C:6]2([OH:9])[N:18]3[CH2:19][N:14]([CH2:12][CH3:13])[CH2:15][N:16]=[C:17]3[S:20][CH2:7]2)=[CH:4][CH:3]=1. Procedure details: A solution of 6.95 grams (0.025 moles) of p-bromophenacylbromide in 60 milliliters of acetone was mixed with a solution of 3.62 grams (0.025 moles) of 5-ethyl 3,4,5,6-tetrahydro-s-triazin 2(1H) thione in 500 milliliters of acetone. After 10 minutes 6-p-bromophenyl-3-ethyl-6-hydroxy-3,4,6,7-tetrahydro-2H-thiazolo(3,2-a)-s-triazine hydrobromide crystallized out as a colourless solid, m.p. 132°-134° C. The yield was 9.27 grams (88%). Starting materials: C(C1=CC=CC=C1)(=O)NC(=S)NC1=C(C=CC=C1)N1C(CCC1)C (1-benzoyl-3-[2-(2-methyl-1-pyrrolidinyl)phenyl]thiourea), [OH-].[Na+] (sodium hydroxide). The solvent is O (water). Yields the product CC1N(CCC1)C1=C(C=CC=C1)NC(=S)N (1-[2-(2-methyl-1-pyrrolidinyl)phenyl]thiourea). RXN SMILES: C([NH:9][C:10]([NH:12][C:13]1[CH:18]=[CH:17][CH:16]=[CH:15][C:14]=1[N:19]1[CH2:23][CH2:22][CH2:21][CH:20]1[CH3:24])=[S:11])(=O)C1C=CC=CC=1.[OH-].[Na+]>O>[CH3:24][CH:20]1[CH2:21][CH2:22][CH2:23][N:19]1[C:14]1[CH:15]=[CH:16][CH:17]=[CH:18][C:13]=1[NH:12][C:10]([NH2:9])=[S:11] |f:1.2|. Procedure: A mixture of 1-benzoyl-3-[2-(2-methyl-1-pyrrolidinyl)phenyl]thiourea (9 g), sodium hydroxide (1 g, as pellets) and water (10 ml) was heated at 90°-95° C. for 48 hours to give 1-[2-(2-methyl-1-pyrrolidinyl)phenyl]thiourea (m.p. 145°-148° C.) which was purified by column chromatography on silica gel using a 1:1 mixture of ethylacetate and hexane as eluant. The reactants are O=C(O)CCP(CCC(=O)O)CCC(=O)O, CSSC(C)(C)CN(C)CCOc1cc(CO)nc(CO)c1, CO, Cl, O. Yields the product CN(CCOc1cc(CO)nc(CO)c1)CC(C)(C)S. RXN SMILES: [C:2]([CH2:3][CH2:4][P:5]([CH2:6][CH2:7][C:8]([OH:9])=[O:10])[CH2:11][CH2:12][C:13]([OH:14])=[O:15])([OH:16])=[O:17].[CH3:18][N:19]([CH2:20][CH2:21][O:22][c:23]1[cH:24][c:25]([CH2:31][OH:32])[n:26][c:27]([CH2:29][OH:30])[cH:28]1)[CH2:33][C:34]([CH3:35])([S:36][S:37][CH3:38])[CH3:39].[CH3:41][OH:42].[ClH:1].[OH2:40]>>[CH3:18][N:19]([CH2:20][CH2:21][O:22][c:23]1[cH:24][c:25]([CH2:31][OH:32])[n:26][c:27]([CH2:29][OH:30])[cH:28]1)[CH2:33][C:34]([CH3:35])([SH:36])[CH3:39].